From a dataset of the Open Reaction Database (ORD), a public repository of structured organic reaction records. describe an organic reaction: reactants, conditions, products, and yield The reactants are CC1CNCC(C)N1, CS(C)=O, Nc1ncc(-c2nc(N3CCOCC3)c3nc(Cl)n(CC4CCOC4)c3n2)cn1. Yields the product CC1CN(c2nc3c(N4CCOCC4)nc(-c4cnc(N)nc4)nc3n2CC2CCOC2)CC(C)N1. As a reaction SMILES: [CH3:30][CH:31]1[NH:32][CH:33]([CH3:37])[CH2:34][NH:35][CH2:36]1.[CH3:38][S:39](=[O:40])[CH3:41].[Cl:1][c:2]1[n:3]([CH2:24][CH:25]2[CH2:26][O:27][CH2:28][CH2:29]2)[c:4]2[n:5][c:6](-[c:17]3[cH:18][n:19][c:20]([NH2:23])[n:21][cH:22]3)[n:7][c:8]([N:11]3[CH2:12][CH2:13][O:14][CH2:15][CH2:16]3)[c:9]2[n:10]1>>[c:2]1([N:35]2[CH2:34][CH:33]([CH3:37])[NH:32][CH:31]([CH3:30])[CH2:36]2)[n:3]([CH2:24][CH:25]2[CH2:26][O:27][CH2:28][CH2:29]2)[c:4]2[n:5][c:6](-[c:17]3[cH:18][n:19][c:20]([NH2:23])[n:21][cH:22]3)[n:7][c:8]([N:11]3[CH2:12][CH2:13][O:14][CH2:15][CH2:16]3)[c:9]2[n:10]1. Reactants: C, CCCCCCCCCCCCCCCCCCOCC(COCc1ccccc1)OCC(C)=O, CCO, CC(C)=O, CC(=O)O, O, [Pd]. The product is CCCCCCCCCCCCCCCCCCOCC(CO)OCC(C)=O. RXN SMILES: [C:48].[CH2:1]([c:2]1[cH:3][cH:4][cH:5][cH:6][cH:7]1)[O:8][CH2:9][CH:10]([O:11][CH2:12][C:13]([CH3:14])=[O:15])[CH2:16][O:17][CH2:18][CH2:19][CH2:20][CH2:21][CH2:22][CH2:23][CH2:24][CH2:25][CH2:26][CH2:27][CH2:28][CH2:29][CH2:30][CH2:31][CH2:32][CH2:33][CH2:34][CH3:35].[CH3:37][CH2:38][OH:39].[CH3:40][C:41](=[O:42])[CH3:43].[CH3:44][C:45](=[O:46])[OH:47].[OH2:36].[Pd:49]>>[OH:8][CH2:9][CH:10]([O:11][CH2:12][C:13]([CH3:14])=[O:15])[CH2:16][O:17][CH2:18][CH2:19][CH2:20][CH2:21][CH2:22][CH2:23][CH2:24][CH2:25][CH2:26][CH2:27][CH2:28][CH2:29][CH2:30][CH2:31][CH2:32][CH2:33][CH2:34][CH3:35]. The reactants are CCC(=O)c1ccc(Br)c([N+](=O)[O-])c1, CN1CCN(C)C1=O, N#C[Cu]. The product is CCC(=O)c1ccc(C#N)c([N+](=O)[O-])c1. RXN SMILES: [Br:1][c:2]1[c:3]([N+:12](=[O:13])[O-:14])[cH:4][c:5]([C:8]([CH2:9][CH3:10])=[O:11])[cH:6][cH:7]1.[CH3:18][N:19]1[CH2:20][CH2:21][N:22]([CH3:23])[C:24]1=[O:25].[Cu:15][C:16]#[N:17]>>[c:2]1([C:16]#[N:17])[c:3]([N+:12](=[O:13])[O-:14])[cH:4][c:5]([C:8]([CH2:9][CH3:10])=[O:11])[cH:6][cH:7]1. Yield: 5.0%. Reaction SMILES: [H-].[Al+3].[Li+].[H-].[H-].[H-].[S:7]1[CH:11]=[CH:10][C:9]2[C:12]([N:16]3[CH2:21][CH2:20][N:19]([CH2:22][CH2:23][C:24](OCC)=[O:25])[CH2:18][CH2:17]3)=[CH:13][CH:14]=[CH:15][C:8]1=2.O1CCCC1.[OH-].[Na+]>O>[S:7]1[CH:11]=[CH:10][C:9]2[C:12]([N:16]3[CH2:17][CH2:18][N:19]([CH2:22][CH2:23][CH2:24][OH:25])[CH2:20][CH2:21]3)=[CH:13][CH:14]=[CH:15][C:8]1=2 |f:0.1.2.3.4.5,8.9|. Solvent: O (water), O (water). Product: S1C2=C(C=C1)C(=CC=C2)N2CCN(CC2)CCCO (3-(4-benzo[b]thiophen-4-yl-piperazin-1-yl)propan-1-ol). Procedure: Lithium aluminum hydride (1.18 g, 24.8 mmol) was added to a solution of 5.26 g (16.5 mmol) of ethyl 3-(4-benzo[b]thiophen-4-yl-piperazin-1-yl)propionate in a tetrahydrofuran (THF) solution (55 ml) under ice cooling, and the mixture was stirred at room temperature for 4 hours. To the reaction solution, water (1.2 ml), 15% aqueous sodium hydroxide solution (1.2 ml), and water (3.6 ml) were added in this order and the mixture was stirred at room temperature. Insoluble matter was removed by filtrati... The reactants are [H-].[Al+3].[Li+].[H-].[H-].[H-] (Lithium aluminum hydride), S1C2=C(C=C1)C(=CC=C2)N2CCN(CC2)CCC(=O)OCC (ethyl 3-(4-benzo[b]thiophen-4-yl-piperazin-1-yl)propionate), O1CCCC1 (tetrahydrofuran), [OH-].[Na+] (sodium hydroxide). Reaction conditions: time 4 hour. The reactants are CCOCC (Ether), O=C(CCC(=O)O)CCC1=CC=CC=C1 (4-Oxo-6-phenyl-hexanoic acid), Cl.NO (hydroxylamine hydrochloride), C[O-].[Na+] (sodium methoxide). Run in CO (methanol). Product: ON=C(CCC(=O)O)CCC1=CC=CC=C1 (4-Hydroxyimino-6-phenyl-hexanoic acid). The yield is 89.7%. RXN SMILES: O=[C:2]([CH2:8][CH2:9][C:10]1[CH:15]=[CH:14][CH:13]=[CH:12][CH:11]=1)[CH2:3][CH2:4][C:5]([OH:7])=[O:6].Cl.[NH2:17][OH:18].C[O-].[Na+].CCOCC>CO>[OH:18][N:17]=[C:2]([CH2:8][CH2:9][C:10]1[CH:15]=[CH:14][CH:13]=[CH:12][CH:11]=1)[CH2:3][CH2:4][C:5]([OH:7])=[O:6] |f:1.2,3.4|. Reported procedure: The ketone 99 (3.0 g, 13.6 mmol) and hydroxylamine hydrochloride (1.98 g, 27 mmol) were dissolved in methanol (20 mL) then sodium methoxide (2.9 g) was added. The solution was stirred and refluxed for 2 hr then cooled. Ether was added and the organic layer was washed twice with 2M HCl, brine and dried over MgSO4. Removal of solvent gave the oximes 100 (2.7 g 90%) as a mixture of E:Z isomers in the ratio 1.5:1. Starting materials: C(#N)CC(=O)N(C1=CC2=C(N=C(S2)S)C=C1)C(C)C (α-cyano-N-isopropyl-N-(2-mercaptobenzothiazol-6-yl)acetamide), C(C)NS(=O)(=O)C1=CC=C(C=C1)C=O (N-ethyl-4-formylbenzenesulfonamide), N1CCCCC1 (Piperidine). The solvent is C(C)O (ethanol). Run at temperature 80 celsius, time 15 minute. Product: C(#N)C(C(=O)N(C1=CC2=C(N=C(S2)S)C=C1)C(C)C)=CC1=CC=C(C=C1)S(NCC)(=O)=O (2-cyano-3-(4-ethylsulfamoylphenyl)-N-isopropyl-N-(2-mercapto-benzothiazol-6-yl)acrylamide). As a reaction SMILES: [C:1]([CH2:3][C:4]([N:6]([CH:17]([CH3:19])[CH3:18])[C:7]1[CH:16]=[CH:15][C:10]2[N:11]=[C:12]([SH:14])[S:13][C:9]=2[CH:8]=1)=[O:5])#[N:2].[CH2:20]([NH:22][S:23]([C:26]1[CH:31]=[CH:30][C:29]([CH:32]=O)=[CH:28][CH:27]=1)(=[O:25])=[O:24])[CH3:21].N1CCCCC1>C(O)C>[C:1]([C:3](=[CH:32][C:29]1[CH:28]=[CH:27][C:26]([S:23](=[O:25])(=[O:24])[NH:22][CH2:20][CH3:21])=[CH:31][CH:30]=1)[C:4]([N:6]([CH:17]([CH3:19])[CH3:18])[C:7]1[CH:16]=[CH:15][C:10]2[N:11]=[C:12]([SH:14])[S:13][C:9]=2[CH:8]=1)=[O:5])#[N:2]. Reported procedure: α-cyano-N-isopropyl-N-(2-mercaptobenzothiazol-6-yl)acetamide (71 mg, 0.244 mmol) and N-ethyl-4-formylbenzenesulfonamide (52 mg, 0.244 mmol) were combined in absolute ethanol (1 ml). The mixture was stirred 15 minutes with activated 4 A molecular sieves in a sealed vessel. Piperidine (27 μL, 0.268 mmol) was added and the mixture was heated to 80° C. After 1.5 hours, the solution was concentrated in vacuo and purified by preparative TLC (50% ethyl acetate, 50% hexanes) to yield 19 mg (16%). 1H NMR... Starting materials: C1CCOC1, ClCCl, CCN=C=NCCCN(C)C, CNCc1ccccc1, O=C(O)CN1c2ccccc2Sc2ccc(Cl)cc21, Cl, [Na+], [OH-], O, On1nnc2ccccc21. The product is CN(Cc1ccccc1)C(=O)CN1c2ccccc2Sc2ccc(Cl)cc21. Reaction SMILES: [CH2:53]1[O:54][CH2:55][CH2:56][CH2:57]1.[CH2:59]([Cl:60])[Cl:61].[CH3:21][N:22]([CH3:23])[CH2:24][CH2:25][CH2:26][N:27]=[C:28]=[N:29][CH2:30][CH3:31].[CH3:42][NH:43][CH2:44][c:45]1[cH:46][cH:47][cH:48][cH:49][cH:50]1.[Cl:1][c:2]1[cH:3][c:4]2[c:13]([cH:14][cH:15]1)[S:12][c:11]1[c:6]([cH:7][cH:8][cH:9][cH:10]1)[N:5]2[CH2:16][C:17](=[O:18])[OH:19].[ClH:20].[Na+:52].[OH-:51].[OH2:58].[OH:32][n:33]1[c:34]2[cH:35][cH:36][cH:37][cH:38][c:39]2[n:40][n:41]1>>[Cl:1][c:2]1[cH:3][c:4]2[c:13]([cH:14][cH:15]1)[S:12][c:11]1[c:6]([cH:7][cH:8][cH:9][cH:10]1)[N:5]2[CH2:16][C:17](=[O:19])[N:43]([CH3:42])[CH2:44][c:45]1[cH:46][cH:47][cH:48][cH:49][cH:50]1.